This data is from the Open Reaction Database (ORD), a public repository of structured organic reaction records. The task is: describe an organic reaction: reactants, conditions, products, and yield Reactants: O=C1C(CN(C2=C(N1)C=CC=C2)C2=CC=CC=C2)NC(=O)OCC2=CC=CC=C2 (2-oxo-3-benzyloxycarbonylamino-5-phenyl-1,3,4,5-tetrahydro-2H-1,5-benzodiazepine), [H-].[Na+] (sodium hydride), resultant mixture, C(C)OC(CBr)OCC (bromoacetaldehyde diethylacetal), Ice water. The solvent is CN(C=O)C (N,N-dimethylformamide), CN(C=O)C (N,N-dimethylformamide), CN(C=O)C (N,N-dimethylformamide). Conditions: time 1 hour. Product: C(C)OC(CN1C(C(CN(C2=C1C=CC=C2)C2=CC=CC=C2)NC(=O)OCC2=CC=CC=C2)=O)OCC (1-(2,2-diethoxyethyl)-2-oxo-3-benzyloxycarbonylamino-5-phenyl-1,3,4,5-tetrahydro-2H-1,5-benzodiazepine). Isolated yield 38.7%. RXN SMILES: [O:1]=[C:2]1[NH:8][C:7]2[CH:9]=[CH:10][CH:11]=[CH:12][C:6]=2[N:5]([C:13]2[CH:18]=[CH:17][CH:16]=[CH:15][CH:14]=2)[CH2:4][CH:3]1[NH:19][C:20]([O:22][CH2:23][C:24]1[CH:29]=[CH:28][CH:27]=[CH:26][CH:25]=1)=[O:21].[H-].[Na+].[CH2:32]([O:34][CH:35]([O:38][CH2:39][CH3:40])[CH2:36]Br)[CH3:33]>CN(C)C=O>[CH2:32]([O:34][CH:35]([O:38][CH2:39][CH3:40])[CH2:36][N:8]1[C:7]2[CH:9]=[CH:10][CH:11]=[CH:12][C:6]=2[N:5]([C:13]2[CH:18]=[CH:17][CH:16]=[CH:15][CH:14]=2)[CH2:4][CH:3]([NH:19][C:20]([O:22][CH2:23][C:24]2[CH:25]=[CH:26][CH:27]=[CH:28][CH:29]=2)=[O:21])[C:2]1=[O:1])[CH3:33] |f:1.2|. Procedure: Under argon atmosphere, 2-oxo-3-benzyloxycarbonylamino-5-phenyl-1,3,4,5-tetrahydro-2H-1,5-benzodiazepine (930 mg) in anhydrous N,N-dimethylformamide (20 ml) was added to a suspension of 60% sodium hydride (192 mg) in anhydrous N,N-dimethylformamide (20 ml), then stirred at room temperature for one hour. After bromoacetaldehyde diethylacetal (946 mg) in anhydrous N,N-dimethylformamide (10 ml) was added to the mixture, the resultant mixture was stirred overnight internal temperature at 70-75° C. I... Procedure: A mixture of 43.19 g of 1,4-dibromobutane, 13.2 g of malononitrile, 55.3 g of potassium carbonate and 1 liter of acetonitrile was refluxed for 42 hours, filtered while hot and evaporated to dryness giving a dark oil. This oil was vacuum distilled, giving 12.8 g 1,1-cyclopentanedicarbonitrile. Yield: 53.3%. Reaction SMILES: Br[CH2:2][CH2:3][CH2:4][CH2:5]Br.[C:7](#[N:11])[CH2:8][C:9]#[N:10].C(=O)([O-])[O-].[K+].[K+]>C(#N)C>[C:8]1([C:7]#[N:11])([C:9]#[N:10])[CH2:5][CH2:4][CH2:3][CH2:2]1 |f:2.3.4|. The reactants are BrCCCCBr (1,4-dibromobutane), C(CC#N)#N (malononitrile), C([O-])([O-])=O.[K+].[K+] (potassium carbonate). Run in C(C)#N (acetonitrile). The product is C1(CCCC1)(C#N)C#N (1,1-cyclopentanedicarbonitrile). The reactants are ClC1=NN2C(C(=C(C(=C2)C2=CC=NN2C2=CC=C(C#N)C=C2)C)C2=CC(=CC=C2)C(F)(F)F)=N1 (4-{5-[2-chloro-7-methyl-8-(3-trifluoromethyl-phenyl)-[1,2,4]triazolo[1,5-a]pyridin-6-yl]-pyrazol-1-yl}-benzonitrile), NCCCCO (4-amino-butan-1-ol), Example 48. Product: OCCCCNC1=NN2C(C(=C(C(=C2)C2=CC=NN2C2=CC=C(C#N)C=C2)C)C2=CC(=CC=C2)C(F)(F)F)=N1 (4-{5-[2-(4-Hydroxy-butylamino)-7-methyl-8-(3-trifluoromethyl-phenyl)-[1,2,4]triazolo[1,5-a]pyridin-6-yl]-pyrazol-1-yl}-benzonitrile). Reaction SMILES: Cl[C:2]1[N:34]=[C:5]2[C:6]([C:24]3[CH:29]=[CH:28][CH:27]=[C:26]([C:30]([F:33])([F:32])[F:31])[CH:25]=3)=[C:7]([CH3:23])[C:8]([C:10]3[N:14]([C:15]4[CH:22]=[CH:21][C:18]([C:19]#[N:20])=[CH:17][CH:16]=4)[N:13]=[CH:12][CH:11]=3)=[CH:9][N:4]2[N:3]=1.[NH2:35][CH2:36][CH2:37][CH2:38][CH2:39][OH:40]>>[OH:40][CH2:39][CH2:38][CH2:37][CH2:36][NH:35][C:2]1[N:34]=[C:5]2[C:6]([C:24]3[CH:29]=[CH:28][CH:27]=[C:26]([C:30]([F:33])([F:32])[F:31])[CH:25]=3)=[C:7]([CH3:23])[C:8]([C:10]3[N:14]([C:15]4[CH:22]=[CH:21][C:18]([C:19]#[N:20])=[CH:17][CH:16]=4)[N:13]=[CH:12][CH:11]=3)=[CH:9][N:4]2[N:3]=1. Procedure details: The title compound was prepared from 4-{5-[2-chloro-7-methyl-8-(3-trifluoromethyl-phenyl)-[1,2,4]triazolo[1,5-a]pyridin-6-yl]-pyrazol-1-yl}-benzonitrile (Int. 19, 60 mg, 0.126 mmol) and 4-amino-butan-1-ol (1 mL) using a similar method to that employed in Example 48 (17 mg). The reactants are C(C)(=S)[O-].[K+] (Potassium thioacetate), C(C=C)OC(=O)N1C[C@@H](C[C@H]1C(C1=CN2C(S1)=CN=C2)O)OS(=O)(=O)C ((3R,5S)-1-allyloxycarbonyl-3-methanesulfonyloxy-5-[1-hydroxy-1-(imidazo[5,1-b]thiazol-2-yl)methyl]pyrrolidine), O (water). Run in CN(C)C=O (DMF). Conditions: time 5 hour. Product: C(C)(=O)S[C@@H]1CN([C@@H](C1)C(C1=CN2C(S1)=CN=C2)O)C(=O)OCC=C ((3S,5S)-3-Acetylthio-1-allyloxycarbonyl-5-[1-hydroxy-1-(imidazo[5,1-b]thiazol-2-yl)methyl]pyrrolidine). Yield: 60.6%. RXN SMILES: [C:1]([O-:4])(=[S:3])[CH3:2].[K+].[CH2:6]([O:9][C:10]([N:12]1[C@H:16]([CH:17]([OH:26])[C:18]2[S:22][C:21]3=[CH:23][N:24]=[CH:25][N:20]3[CH:19]=2)[CH2:15][C@@H:14](OS(C)(=O)=O)[CH2:13]1)=[O:11])[CH:7]=[CH2:8].O>CN(C=O)C>[C:1]([S:3][C@H:14]1[CH2:15][C@@H:16]([CH:17]([OH:26])[C:18]2[S:22][C:21]3=[CH:23][N:24]=[CH:25][N:20]3[CH:19]=2)[N:12]([C:10]([O:9][CH2:6][CH:7]=[CH2:8])=[O:11])[CH2:13]1)(=[O:4])[CH3:2] |f:0.1|. Procedure: Potassium thioacetate (204 mg) is added to a solution of 236.9 mg of (3R,5S)-1-allyloxycarbonyl-3-methanesulfonyloxy-5-[1-hydroxy-1-(imidazo[5,1-b]thiazol-2-yl)methyl]pyrrolidine (a diastereomer mixture) in 10 ml of DMF, and the mixture is stirred under an argon stream a 70° C. for 5 hr. The reaction solution is cooled, water is added thereto, and the mixture is extracted three times with ethyl acetate. The organic layer is washed once with saturated saline, dried over anhydrous magnesium sulfat... The reactants are OCC(F)(F)C(F)(F)C(F)(F)C(F)(F)F, O=S(=O)(OS(=O)(=O)C(F)(F)F)C(F)(F)F, O. Product: O=S(=O)(OCC(F)(F)C(F)(F)C(F)(F)C(F)(F)F)C(F)(F)F. As a reaction SMILES: [F:16][C:17]([CH2:18][OH:19])([C:20]([C:21]([C:22]([F:23])([F:24])[F:25])([F:26])[F:27])([F:28])[F:29])[F:30].[F:1][C:2]([S:3](=[O:4])(=[O:5])[O:8][S:9](=[O:10])(=[O:11])[C:12]([F:13])([F:14])[F:15])([F:6])[F:7].[OH2:31]>>[O:8]([S:9](=[O:10])(=[O:11])[C:12]([F:13])([F:14])[F:15])[CH2:18][C:17]([F:16])([C:20]([C:21]([C:22]([F:23])([F:24])[F:25])([F:26])[F:27])([F:28])[F:29])[F:30].